This data is from the Open Reaction Database (ORD), a public repository of structured organic reaction records. The task is: describe an organic reaction: reactants, conditions, products, and yield Reaction conditions: time 30 minute. Run in CN(C)C=O (DMF). Yield: 87.0%. Reaction SMILES: [Br:1][C:2]1[CH:3]=[C:4]([C:9]2[CH:21]=[CH:20][C:12]3[NH:13][C:14](=[O:19])[O:15][C:16]([CH3:18])([CH3:17])[C:11]=3[CH:10]=2)[CH:5]=[C:6]([F:8])[CH:7]=1.[H-].[Na+].I[CH3:25].[Cl-].[NH4+]>CN(C=O)C>[Br:1][C:2]1[CH:3]=[C:4]([C:9]2[CH:21]=[CH:20][C:12]3[N:13]([CH3:25])[C:14](=[O:19])[O:15][C:16]([CH3:17])([CH3:18])[C:11]=3[CH:10]=2)[CH:5]=[C:6]([F:8])[CH:7]=1 |f:1.2,4.5|. The reactants are BrC=1C=C(C=C(C1)F)C1=CC2=C(NC(OC2(C)C)=O)C=C1 (6-(3-bromo-5-fluorophenyl)-4,4-dimethyl-1,4-dihydrobenzo[d][1,3]oxazin-2-one), [H-].[Na+] (sodium hydride), [Cl-].[NH4+] (ammonium chloride), IC (iodomethane). Yields the product BrC=1C=C(C=C(C1)F)C1=CC2=C(N(C(OC2(C)C)=O)C)C=C1 (6-(3-Bromo-5-fluorophenyl)-1,4,4-trimethyl-1,4-dihydrobenzo[d][1,3]oxazin-2-one). Procedure: To a solution of 6-(3-bromo-5-fluorophenyl)-4,4-dimethyl-1,4-dihydrobenzo[d][1,3]oxazin-2-one (0.34 g, 0.99 mmol) in dry DMF (10 mL) was added under nitrogen at room temperature sodium hydride (80 mg, 2.0 mmol) in one portion. The mixture was stirred at ambient temperature for 30 minutes, treated with iodomethane (1 mL, excess), and stirred for 2 hours. To the reaction mixture was added a cold saturated ammonium chloride solution (30 mL) and the white precipitate obtained was collected on a filt... The reactants are ClCCl, COc1ccc(F)cc1C(C)(C)CCO, O=[Cr](=O)([O-])Cl, c1cc[nH+]cc1. Product: COc1ccc(F)cc1C(C)(C)CC=O. As a reaction SMILES: [CH2:27]([Cl:28])[Cl:29].[CH3:1][C:2]([CH2:3][CH2:4][OH:5])([CH3:6])[c:7]1[c:8]([O:14][CH3:15])[cH:9][cH:10][c:11]([F:13])[cH:12]1.[O:16]=[Cr:17]([Cl:18])([O-:19])=[O:20].[nH+:21]1[cH:22][cH:23][cH:24][cH:25][cH:26]1>>[CH3:1][C:2]([CH2:3][CH:4]=[O:5])([CH3:6])[c:7]1[c:8]([O:14][CH3:15])[cH:9][cH:10][c:11]([F:13])[cH:12]1. Reactants: [Al+3], [Cl-], [Cl-], [Cl-], COc1ccccc1Cl, Clc1ccccc1, Cl, O=C1C=CC(=O)O1. Product: COc1ccc(C(=O)C=CC(=O)O)cc1Cl. As a reaction SMILES: [Al+3:9].[Cl-:10].[Cl-:11].[Cl-:8].[Cl:12][c:13]1[c:14]([O:19][CH3:20])[cH:15][cH:16][cH:17][cH:18]1.[Cl:22][c:23]1[cH:24][cH:25][cH:26][cH:27][cH:28]1.[ClH:21].[O:1]=[C:2]1[O:3][C:4](=[O:5])[CH:6]=[CH:7]1>>[O:1]=[C:2]([CH:7]=[CH:6][C:4]([OH:3])=[O:5])[c:17]1[cH:16][cH:15][c:14]([O:19][CH3:20])[c:13]([Cl:12])[cH:18]1. Starting materials: C=O, C[Si](C)(C)CNCc1ccccc1, O=C(O)C=CC(=O)O. Product: CNCc1ccccc1. RXN SMILES: [CH2:14]=[O:15].[CH2:1]([c:2]1[cH:3][cH:4][cH:5][cH:6][cH:7]1)[NH:8][CH2:9][Si:10]([CH3:11])([CH3:12])[CH3:13].[OH:16][C:17]([CH:18]=[CH:19][C:20](=[O:21])[OH:22])=[O:23]>>[CH2:1]([c:2]1[cH:3][cH:4][cH:5][cH:6][cH:7]1)[NH:8][CH3:9]. Starting materials: ClC=1C=C(C2=C(N1)N(N=C2)C(C)C)C(=O)NCC=2C(NC(=CC2C)C)=O (6-chloro-N-[(4,6-dimethyl-2-oxo-1,2-dihydro-3-pyridinyl)methyl]-1-(1-methylethyl)-1H-pyrazolo[3,4-b]pyridine-4-carboxamide), C(C)O (ethanol), C(C1=CC=CC=C1)N (benzylamine). Run in C(Cl)Cl (CH2Cl2). Run at temperature 135 celsius, time 12 hour. Yields the product CC1=C(C(NC(=C1)C)=O)CNC(=O)C=1C2=C(N=C(C1)NCC1=CC=CC=C1)N(N=C2)C(C)C (N-[(4,6-Dimethyl-2-oxo-1,2-dihydro-3-pyridinyl)methyl]-1-(1-methylethyl)-6-[(phenylmethyl)amino]-1H-pyrazolo[3,4-b]pyridine-4-carboxamide). RXN SMILES: Cl[C:2]1[CH:3]=[C:4]([C:14]([NH:16][CH2:17][C:18]2[C:19](=[O:26])[NH:20][C:21]([CH3:25])=[CH:22][C:23]=2[CH3:24])=[O:15])[C:5]2[CH:10]=[N:9][N:8]([CH:11]([CH3:13])[CH3:12])[C:6]=2[N:7]=1.C(O)C.[CH2:30]([NH2:37])[C:31]1[CH:36]=[CH:35][CH:34]=[CH:33][CH:32]=1>C(Cl)Cl>[CH3:24][C:23]1[CH:22]=[C:21]([CH3:25])[NH:20][C:19](=[O:26])[C:18]=1[CH2:17][NH:16][C:14]([C:4]1[C:5]2[CH:10]=[N:9][N:8]([CH:11]([CH3:13])[CH3:12])[C:6]=2[N:7]=[C:2]([NH:37][CH2:30][C:31]2[CH:36]=[CH:35][CH:34]=[CH:33][CH:32]=2)[CH:3]=1)=[O:15]. Procedure details: To a 10 mL microwave vial were sequentially added 6-chloro-N-[(4,6-dimethyl-2-oxo-1,2-dihydro-3-pyridinyl)methyl]-1-(1-methylethyl)-1H-pyrazolo[3,4-b]pyridine-4-carboxamide (0.100 g, 0.267 mmol), ethanol (2.0 mL) and then benzylamine (0.350 mL, 3.21 mmol) via syringe at once. The sealed contents were irradiated at 140° C. for 3 hr. The contents were transferred to a heat block and heated at 135° C. for 16 hr., and then at 145° C. for an additional 12 h. After cooling to room temperature, the con... Run at time 16 hour. Reactants: C(C)(C)(C)OC(C1=CC=C(C=C1)C[C@@H](C(NC1=CC=C(C=C1)C1=C(C=C(C=C1)Cl)C)=O)C1=CC=C(C=C1)[C@@H]1CC[C@@H](CC1)C(C)(C)C)=O (4-[(R)-2-[4-(4-(cis)-tert-Butyl-cyclohexyl)-phenyl]-2-(4′-chlor-2′-methyl-biphenyl-4-ylcarbamoyl)-ethyl]-benzoic acid tert-butyl ester), FC(C(=O)O)(F)F (trifluoroacetic acid), Cl (hydrochloric acid). As a reaction SMILES: C([O:5][C:6](=[O:48])[C:7]1[CH:12]=[CH:11][C:10]([CH2:13][C@H:14]([C:32]2[CH:37]=[CH:36][C:35]([C@H:38]3[CH2:43][CH2:42][C@@H:41]([C:44]([CH3:47])([CH3:46])[CH3:45])[CH2:40][CH2:39]3)=[CH:34][CH:33]=2)[C:15](=[O:31])[NH:16][C:17]2[CH:22]=[CH:21][C:20]([C:23]3[CH:28]=[CH:27][C:26]([Cl:29])=[CH:25][C:24]=3[CH3:30])=[CH:19][CH:18]=2)=[CH:9][CH:8]=1)(C)(C)C.FC(F)(F)C(O)=O.Cl>ClCCl>[C:44]([C@@H:41]1[CH2:42][CH2:43][C@H:38]([C:35]2[CH:34]=[CH:33][C:32]([C@H:14]([C:15](=[O:31])[NH:16][C:17]3[CH:18]=[CH:19][C:20]([C:23]4[CH:28]=[CH:27][C:26]([Cl:29])=[CH:25][C:24]=4[CH3:30])=[CH:21][CH:22]=3)[CH2:13][C:10]3[CH:11]=[CH:12][C:7]([C:6]([OH:48])=[O:5])=[CH:8][CH:9]=3)=[CH:37][CH:36]=2)[CH2:39][CH2:40]1)([CH3:47])([CH3:46])[CH3:45]. Run in ClCCl (dichloromethane). Yields the product C(C)(C)(C)[C@H]1CC[C@H](CC1)C1=CC=C(C=C1)[C@@H](CC1=CC=C(C(=O)O)C=C1)C(NC1=CC=C(C=C1)C1=C(C=C(C=C1)Cl)C)=O (4-[(R)-2-[4-(4-(cis)-tert-Butyl-cyclohexyl)-phenyl]-2-(4′-chlor-2′-methyl-biphenyl-4-ylcarbamoyl)-ethyl]-benzoic acid). Procedure details: A solution of 431 mg of 4-[(R)-2-[4-(4-(cis)-tert-Butyl-cyclohexyl)-phenyl]-2-(4′-chlor-2′-methyl-biphenyl-4-ylcarbamoyl)-ethyl]-benzoic acid tert-butyl ester in dichloromethane (10 mL) was treated with trifluoroacetic acid (2 mL) and concentrated aqueous hydrochloric acid (1 mL). The resulting mixture was stirred for 16 h at room temperature. The organic phase was separated, washed with water and dried over magnesium sulfate. Concentration left a residue that was used without further purificati...